This data is from the Open Reaction Database (ORD), a public repository of structured organic reaction records. The task is: describe an organic reaction: reactants, conditions, products, and yield The reactants are ClC1=C(C=NC2=CC=CC=C12)[N+](=O)[O-] (4-chloro-3-nitroquinoline), C1(=CC=CC=C1)CCN (2-(phenyl)ethylamine). Product: [N+](=O)([O-])C=1C=NC2=CC=CC=C2C1NCCC1=CC=CC=C1 (3-nitro-4-[2-(phenyl)ethylamino]quinoline). As a reaction SMILES: Cl[C:2]1[C:11]2[C:6](=[CH:7][CH:8]=[CH:9][CH:10]=2)[N:5]=[CH:4][C:3]=1[N+:12]([O-:14])=[O:13].[C:15]1([CH2:21][CH2:22][NH2:23])[CH:20]=[CH:19][CH:18]=[CH:17][CH:16]=1>>[N+:12]([C:3]1[CH:4]=[N:5][C:6]2[C:11]([C:2]=1[NH:23][CH2:22][CH2:21][C:15]1[CH:20]=[CH:19][CH:18]=[CH:17][CH:16]=1)=[CH:10][CH:9]=[CH:8][CH:7]=2)([O-:14])=[O:13]. Reported procedure: Using the method of Example 1, 4-chloro-3-nitroquinoline was reacted with 2-(phenyl)ethylamine to provide yellow solid 3-nitro-4-[2-(phenyl)ethylamino]quinoline, the melting point of the crude product being 174°-180° C.